From a dataset of the Open Reaction Database (ORD), a public repository of structured organic reaction records. describe an organic reaction: reactants, conditions, products, and yield Starting materials: C(C)(C)(C)OC(NCCCN(S(=O)(=O)C)CC1=CC(=CC=C1)C1=NC(=NC=C1)Cl)=O ((3-{[3-(2-Chloro-pyrimidin-4-yl)-benzyl]-methanesulfonyl-amino}-propyl)-carbamic acid tert-butyl ester), NCCC=1C=C(C=CC1)O (3-(2-amino-ethyl)-phenol), 556. Yields the product C(C)(C)(C)OC(NCCCN(S(=O)(=O)C)CC1=CC(=CC=C1)C1=NC(=NC=C1)NCCC1=CC(=CC=C1)O)=O ({3-[(3-{2-[2-(3-Hydroxy-phenyl)-ethylamino]-pyrimidin-4-yl}-benzyl)-methanesulfonyl-amino]-propyl}-carbamic acid tert-butyl ester). Reaction SMILES: [C:1]([O:5][C:6](=[O:30])[NH:7][CH2:8][CH2:9][CH2:10][N:11]([CH2:16][C:17]1[CH:22]=[CH:21][CH:20]=[C:19]([C:23]2[CH:28]=[CH:27][N:26]=[C:25](Cl)[N:24]=2)[CH:18]=1)[S:12]([CH3:15])(=[O:14])=[O:13])([CH3:4])([CH3:3])[CH3:2].[NH2:31][CH2:32][CH2:33][C:34]1[CH:35]=[C:36]([OH:40])[CH:37]=[CH:38][CH:39]=1>>[C:1]([O:5][C:6](=[O:30])[NH:7][CH2:8][CH2:9][CH2:10][N:11]([CH2:16][C:17]1[CH:22]=[CH:21][CH:20]=[C:19]([C:23]2[CH:28]=[CH:27][N:26]=[C:25]([NH:31][CH2:32][CH2:33][C:34]3[CH:39]=[CH:38][CH:37]=[C:36]([OH:40])[CH:35]=3)[N:24]=2)[CH:18]=1)[S:12]([CH3:15])(=[O:14])=[O:13])([CH3:4])([CH3:3])[CH3:2]. Reported procedure: Intermediate 4 was coupled with 3-(2-amino-ethyl)-phenol following procedure F. LC-MS showed the product had the expected M+H+ of 556. 1H NMR (Varian 300 MHz, CDCl3, shifts relative to the solvent peak at 7.24 ppm) δ 8.3 (m, 2H) 7.9 (d, 1H) 7.5 (m, 2H) 7.2 (m, 1H) 7.0 (d, 1H) 6.8 (m, 3H) 4.9 (s, br, 1H) 4.5 (s, 2H) 3.8 (m, 2H) 3.3 (m, 2H) 3.1 (m, 2H) 2.9 (m, 5H) 1.7 (m, 2H) 1.4 (s, 9H). Reactants: [Na] (sodium), COC(=O)C=1C=C2C=CC(=CC2=CC1)O (2-hydroxynaphthalene-6-carboxylic acid methyl ester), C1(=CC(=CC=C1)CCl)CCl (m-xylylenedichloride). The solvent is CN(C=O)C (N,N-dimethylformamide). Run at time 10 minute. Product: C(=O)(OC)C=1C=C2C=CC(=CC2=CC1)OCC1=CC(=CC=C1)COC1=CC2=CC=C(C=C2C=C1)C(=O)OC (1,3-bis(6-carbomethoxy-2-naphthoxymethyl)benzene). Yield: 78.4%. RXN SMILES: [Na].[CH3:2][O:3][C:4]([C:6]1[CH:7]=[C:8]2[C:13](=[CH:14][CH:15]=1)[CH:12]=[C:11]([OH:16])[CH:10]=[CH:9]2)=[O:5].[C:17]1([CH2:25]Cl)[CH:22]=[CH:21][CH:20]=[C:19]([CH2:23]Cl)[CH:18]=1>CN(C)C=O>[C:4]([C:6]1[CH:7]=[C:8]2[C:13](=[CH:14][CH:15]=1)[CH:12]=[C:11]([O:16][CH2:25][C:17]1[CH:22]=[CH:21][CH:20]=[C:19]([CH2:23][O:16][C:11]3[CH:10]=[CH:9][C:8]4[C:13](=[CH:14][CH:15]=[C:6]([C:4]([O:3][CH3:2])=[O:5])[CH:7]=4)[CH:12]=3)[CH:18]=1)[CH:10]=[CH:9]2)([O:3][CH3:2])=[O:5] |^1:0|. Procedure details: To sodium salt of 2-hydroxynaphthalene-6-carboxylic acid methyl ester (44.8 g) N,N-dimethylformamide (200 ml) was added with stirring at room temperature. Then a solution of m-xylylenedichloride (17.5 g, 0.1 mol) in N,N-dimethylformamide was added in drops thereto in 10 minutes. The reaction mixture was stirred at 105° C. for 4 hours and then cooled to give a precipitate. The precipitate was rinsed with N,N-dimethylformamide, treated with hot water at 80° C. for 30 minutes with stirring, and the... Starting materials: O=C(Cl)c1cccnc1, ClCCl, Oc1ccc2c(c1)C13CCN(CC4CC4)C(C2)C1(O)CCOC3, Cl, c1ccncc1. RXN SMILES: [C:25]([c:26]1[cH:27][n:28][cH:29][cH:30][cH:31]1)(=[O:32])[Cl:33].[CH2:40]([Cl:41])[Cl:42].[CH:1]1([CH2:4][N:5]2[CH:6]3[C:7]4([OH:23])[CH2:8][CH2:9][O:10][CH2:11][C:12]4([c:13]4[cH:14][c:15]([OH:20])[cH:16][cH:17][c:18]4[CH2:19]3)[CH2:21][CH2:22]2)[CH2:2][CH2:3]1.[ClH:24].[cH:34]1[cH:35][cH:36][n:37][cH:38][cH:39]1>>[CH:1]1([CH2:4][N:5]2[CH:6]3[C:7]4([OH:23])[CH2:8][CH2:9][O:10][CH2:11][C:12]4([c:13]4[cH:14][c:15]([O:20][C:25]([c:26]5[cH:27][n:28][cH:29][cH:30][cH:31]5)=[O:32])[cH:16][cH:17][c:18]4[CH2:19]3)[CH2:21][CH2:22]2)[CH2:2][CH2:3]1. Yields the product O=C(Oc1ccc2c(c1)C13CCN(CC4CC4)C(C2)C1(O)CCOC3)c1cccnc1. The reactants are BrCCCOc1ccccc1, OC1CCNC1. The product is OC1CCN(CCCOc2ccccc2)C1. RXN SMILES: [Br:7][CH2:8][CH2:9][CH2:10][O:11][c:12]1[cH:13][cH:14][cH:15][cH:16][cH:17]1.[NH:1]1[CH2:2][CH:3]([OH:6])[CH2:4][CH2:5]1>>[N:1]1([CH2:8][CH2:9][CH2:10][O:11][c:12]2[cH:13][cH:14][cH:15][cH:16][cH:17]2)[CH2:2][CH:3]([OH:6])[CH2:4][CH2:5]1. The reactants are C(C)(=O)OC1=C(C=C(C2=CC=CC=C12)OCC)OCC (1-acetyloxy-2,4-diethoxynaphthalene), C([O-])([O-])=O.[K+].[K+] (potassium carbonate). Solvent: CO (methanol), O (water). The product is OC1=C(C=C(C2=CC=CC=C12)OCC)OCC (1-hydroxy-2,4-diethoxynaphthalene). RXN SMILES: C([O:4][C:5]1[C:14]2[C:9](=[CH:10][CH:11]=[CH:12][CH:13]=2)[C:8]([O:15][CH2:16][CH3:17])=[CH:7][C:6]=1[O:18][CH2:19][CH3:20])(=O)C.C(=O)([O-])[O-].[K+].[K+]>CO.O>[OH:4][C:5]1[C:14]2[C:9](=[CH:10][CH:11]=[CH:12][CH:13]=2)[C:8]([O:15][CH2:16][CH3:17])=[CH:7][C:6]=1[O:18][CH2:19][CH3:20] |f:1.2.3|. Procedure: A solution of 1-acetyloxy-2,4-diethoxynaphthalene (2.74 g) in 100 ml of methanol and 10 ml of water was stirred with 2.5 g of potassium carbonate for 6 hours. The solvent was then removed under reduced pressure, and the residue partitioned between ethyl acetate and water. The ethyl acetate layer was dried over anhydrous sodium sulfate and evaporated to a solid, which was recrystallized from ethyl acetate/hexane to give 1-hydroxy-2,4-diethoxynaphthalene, m.p. 83°-84° C.